This data is from the Open Reaction Database (ORD), a public repository of structured organic reaction records. The task is: describe an organic reaction: reactants, conditions, products, and yield Starting materials: [Na+].C[Si](CCOCN1C=NC(=C1)C(=O)[O-])(C)C (1-(2-trimethylsilanyl-ethoxymethyl)-1H-imidazole-4-carboxylate sodium salt), N1(CCCCC1)C1=C(C=CC=C1)N (2-piperidin-1-yl-phenylamine), CCN=C=NCCCN(C)C (EDCI), CN(C)C=O (DMF). The reagents and catalysts are CN(C)C=1C=CN=CC1 (DMAP). Run in CCOC(=O)C (EtOAc). Run at time 3 hour. The product is N1(CCCCC1)C1=C(C=CC=C1)NC(=O)C=1N=CN(C1)COCC[Si](C)(C)C (1-(2-Trimethylsilanyl-ethoxymethyl)-1H-imidazole-4-carboxylic acid (2-piperidin-1-yl-phenyl)-amide). The yield is 99.9%. Reaction SMILES: [Na+].[CH3:2][Si:3]([CH3:17])([CH3:16])[CH2:4][CH2:5][O:6][CH2:7][N:8]1[CH:12]=[C:11]([C:13]([O-:15])=O)[N:10]=[CH:9]1.[N:18]1([C:24]2[CH:29]=[CH:28][CH:27]=[CH:26][C:25]=2[NH2:30])[CH2:23][CH2:22][CH2:21][CH2:20][CH2:19]1.CCN=C=NCCCN(C)C.CN(C=O)C>CN(C1C=CN=CC=1)C.CCOC(C)=O>[N:18]1([C:24]2[CH:29]=[CH:28][CH:27]=[CH:26][C:25]=2[NH:30][C:13]([C:11]2[N:10]=[CH:9][N:8]([CH2:7][O:6][CH2:5][CH2:4][Si:3]([CH3:2])([CH3:17])[CH3:16])[CH:12]=2)=[O:15])[CH2:23][CH2:22][CH2:21][CH2:20][CH2:19]1 |f:0.1|. Reported procedure: A flask was charged with 1-(2-trimethylsilanyl-ethoxymethyl)-1H-imidazole-4-carboxylate sodium salt (70 mg, 0.26 mmol) (as prepared in the previous step), 2-piperidin-1-yl-phenylamine (36 mg, 0.20 mmol), EDCI (60 g, 0.31 mmol), DMAP (25 mg, 0.20 mmol), and DMF (1 mL) and stirred for 3 h at RT. The reaction was diluted with EtOAc (10 mL) and washed with brine (2×10 mL), and the organic layer was dried over Na2SO4 and then concentrated. The title compound was eluted from a 5-g SPE cartridge (silic... The reactants are FC1=C(C=C(C(=C1)Cl)OC1CCCC1)N1C(C2=CC(C1=O)CCC2)=O (N-(2-Fluoro-4-chloro-5-cyclopentyloxyphenyl)-3,4,5,6-tetrahydroisophthalimide), ClC=1C=C(C(C)(C)N)C=CC1 (3-chlorocumylamine), CN1CCOCC1 (N-methylmorpholine). Solvent: C1=CC=CC=C1 (benzene). Run at time 8 hour. Product: FC1=C(C=C(C(=C1)Cl)OC1CCCC1)NC(C1=C(C(=O)NC(C)(C)C2=CC(=CC=C2)Cl)CCCC1)=O (N-(2-fluoro-4-chloro-5-cyclopentyloxyphenyl)-N'-(3-chlorocumyl)-3,4,5,6-tetrahydrophthalamide). The yield is 117.1%. As a reaction SMILES: [F:1][C:2]1[CH:7]=[C:6]([Cl:8])[C:5]([O:9][CH:10]2[CH2:14][CH2:13][CH2:12][CH2:11]2)=[CH:4][C:3]=1[N:15]1C(=O)C2CCCC(=C2)[C:16]1=[O:25].[Cl:26][C:27]1[CH:28]=[C:29]([CH:34]=[CH:35][CH:36]=1)[C:30]([NH2:33])([CH3:32])[CH3:31].CN1[CH2:43][CH2:42][O:41]CC1>C1C=CC=CC=1>[F:1][C:2]1[CH:7]=[C:6]([Cl:8])[C:5]([O:9][CH:10]2[CH2:14][CH2:13][CH2:12][CH2:11]2)=[CH:4][C:3]=1[NH:15][C:16](=[O:25])[C:6]1[CH2:7][CH2:2][CH2:3][CH2:4][C:43]=1[C:42]([NH:33][C:30]([C:29]1[CH:34]=[CH:35][CH:36]=[C:27]([Cl:26])[CH:28]=1)([CH3:32])[CH3:31])=[O:41]. Procedure details: N-(2-Fluoro-4-chloro-5-cyclopentyloxyphenyl)-3,4,5,6-tetrahydroisophthalimide (1.00 g, 2.75 mmol), 3-chlorocumylamine (0.630 g, 3.71 mmol), N-methylmorpholine (0.670 g, 6.62 mmol), and benzene (10 ml) as a solvent were placed into a round bottom flask (50 cc) and stirred overnight at room temperature, followed by heating at 50° C. for 7 hours. After completion of the reaction, the solvent was distilled off under reduced pressure, and the precipitated crystals were isolated by filtration. The cry... Reactants: CCO, COCC1CN(S(=O)(=O)c2ccccc2)CC(COC)N1Cc1ccccc1. RXN SMILES: [CH3:29][CH2:30][OH:31].[c:1]1([S:7](=[O:8])(=[O:9])[N:10]2[CH2:11][CH:12]([CH2:26][O:27][CH3:28])[N:13]([CH2:19][c:20]3[cH:21][cH:22][cH:23][cH:24][cH:25]3)[CH:14]([CH2:16][O:17][CH3:18])[CH2:15]2)[cH:2][cH:3][cH:4][cH:5][cH:6]1>>[c:1]1([S:7](=[O:8])(=[O:9])[N:10]2[CH2:11][CH:12]([CH2:26][O:27][CH3:28])[NH:13][CH:14]([CH2:16][O:17][CH3:18])[CH2:15]2)[cH:2][cH:3][cH:4][cH:5][cH:6]1. The product is COCC1CN(S(=O)(=O)c2ccccc2)CC(COC)N1. Yields the product COC(=O)C1(CCN(CC1)OC)N(C(CC1=C(C=C(C=C1C)C)C)=O)OCC#C (1-methoxy-4-{prop-2-ynyloxy-[2-(2,4,6-trimethyl-phenyl)-acetyl]-amino}-piperidine-4-carboxylic acid methyl ester). Reactants: COC(=O)C1(CCN(CC1)OC)N(C(CC1=C(C=C(C=C1C)C)C)=O)O (4-{hydroxy-[2-(2,4,6-trimethyl-phenyl)-acetyl]-amino}-1-methoxy-piperidine-4-carboxylic acid methyl ester), [H-].[Na+] (sodium hydride), C(C#C)Br (propargyl bromide). Procedure: To a solution of 4-{hydroxy-[2-(2,4,6-trimethyl-phenyl)-acetyl]-amino}-1-methoxy-piperidine-4-carboxylic acid methyl ester (compound P3ii.3 obtained in analogy to preparation example 11, step 4) (500 mg, 1.37 mmol) in tetrahydrofuran (3 ml) at 0° C. was added sodium hydride (66 mg, 55% w/w dispersion in mineral oil, 1.51 mmol) in 2 portions. The reaction mixture was stirred at 0° C. for one hour, treated with propargyl bromide (202 mg, 1.65 mmol) dropwise, and further stirred at room temperature... RXN SMILES: [CH3:1][O:2][C:3]([C:5]1([N:13]([OH:26])[C:14](=[O:25])[CH2:15][C:16]2[C:21]([CH3:22])=[CH:20][C:19]([CH3:23])=[CH:18][C:17]=2[CH3:24])[CH2:10][CH2:9][N:8]([O:11][CH3:12])[CH2:7][CH2:6]1)=[O:4].[H-].[Na+].[CH2:29](Br)[C:30]#[CH:31]>O1CCCC1>[CH3:1][O:2][C:3]([C:5]1([N:13]([O:26][CH2:31][C:30]#[CH:29])[C:14](=[O:25])[CH2:15][C:16]2[C:17]([CH3:24])=[CH:18][C:19]([CH3:23])=[CH:20][C:21]=2[CH3:22])[CH2:6][CH2:7][N:8]([O:11][CH3:12])[CH2:9][CH2:10]1)=[O:4] |f:1.2|. Solvent: O1CCCC1 (tetrahydrofuran). Conditions: temperature 0 celsius, time 1 hour. Reactants: Cl.C(C)OC(CN)=O (Glycine ethyl ester hydrochloride), C1C(CC2=CC=CC=C12)=O (2-indanone), C(O)([O-])=O.[Na+] (sodium hydrogen carbonate), C(#N)[BH3-].[Na+] (sodium cyanoborohydride), ice water. The solvent is CO (methanol). Product: Cl.C(C)OC(CNC1CC2=CC=CC=C2C1)=O (N-(indan-2-yl)glycine ethyl ester hydrochloride). Isolated yield 56.8%. As a reaction SMILES: [ClH:1].[CH2:2]([O:4][C:5](=[O:8])[CH2:6][NH2:7])[CH3:3].C([BH3-])#N.[Na+].C(=O)([O-])O.[Na+].[CH2:18]1[C:26]2[C:21](=[CH:22][CH:23]=[CH:24][CH:25]=2)[CH2:20][C:19]1=O>CO>[ClH:1].[CH2:2]([O:4][C:5](=[O:8])[CH2:6][NH:7][CH:19]1[CH2:18][C:26]2[C:21](=[CH:22][CH:23]=[CH:24][CH:25]=2)[CH2:20]1)[CH3:3] |f:0.1,2.3,4.5,8.9|. Reported procedure: Glycine ethyl ester hydrochloride (20 g) is dissolved in a solution of 10 g of 2-indanone in 200 ml of methanol, and then 5.0 g of sodium cyanoborohydride is added portionwise to the solution with ice cooling and stirring. After stirring at room temperature for 2 hours, the reaction mixture is poured into 500 ml of ice water, and the whole mixture is made alkaline with sodium hydrogen carbonate and extracted with 300 ml of ethyl acetate. The extract is washed with water and dried, the ethyl acet... Starting materials: N1([C@H](C(=O)NC(C)(C)C)CSC1)C(=O)OC(C)(C)C (Boc-Thz-NH-tBu), FC(C(=O)O)(F)F (trifluoroacetic acid), resultant mixture. Yields the product N1[C@H](C(=O)NC(C)(C)C)CSC1 (H-Thz-NH-tBu). Isolated yield 94.0%. RXN SMILES: [N:1]1(C(OC(C)(C)C)=O)[CH2:12][S:11][CH2:10][C@H:2]1[C:3]([NH:5][C:6]([CH3:9])([CH3:8])[CH3:7])=[O:4].FC(F)(F)C(O)=O>>[NH:1]1[CH2:12][S:11][CH2:10][C@H:2]1[C:3]([NH:5][C:6]([CH3:9])([CH3:7])[CH3:8])=[O:4]. Procedure details: To 3.25 g (11.3 mmol) of Boc-Thz-NH-tBu, 15 ml (195 mmol) of trifluoroacetic acid was added under ice cooling and the resultant mixture was stirred at that temperature for 30 min and evaporated. The residue was washed with hexane by decantation and partitioned between chloroform and 1N NaOH aqueous solution. The organic layer was dried over Na2SO4 and evaporated under reduced pressure to give 2.00 g (Y. 94%) of H-Thz-NH-tBu which was convened to Qoa--Mta--AHPBA--Thz--NH-tBu by a similar method w...